From a dataset of the Open Reaction Database (ORD), a public repository of structured organic reaction records. describe an organic reaction: reactants, conditions, products, and yield Reactants: CS(=O)(=O)N1CCC(=CC1)C=1C=C2C(=CN1)O[C@@H](C2)C2CCN(CC2)C#N ((S)-4-[5-(1-methanesulfonyl-1,2,3,6-tetrahydro-pyridin-4-yl)-2,3-dihydro-furo[2,3-c]pyridine-2-yl]-piperidine-1-carbonitrile), Intermediate 46, ONC(C(C)C)=N (N-hydroxy-isobutyramidine). Yields the product C(C)(C)C1=NOC(=N1)N1CCC(CC1)[C@@H]1CC=2C(=CN=C(C2)C=2CCN(CC2)S(=O)(=O)C)O1 ((S)-2-[1-(3-Isopropyl-[1,2,4]oxadiazol-5-yl)-piperidin-4-yl]-5-(1-methanesulfonyl-1,2,3,6-tetrahydro-pyridin-4-yl)-2,3-dihydro-furo[2,3-c]pyridine). RXN SMILES: [CH3:1][S:2]([N:5]1[CH2:10][CH:9]=[C:8]([C:11]2[CH:12]=[C:13]3[CH2:19][C@@H:18]([CH:20]4[CH2:25][CH2:24][N:23]([C:26]#[N:27])[CH2:22][CH2:21]4)[O:17][C:14]3=[CH:15][N:16]=2)[CH2:7][CH2:6]1)(=[O:4])=[O:3].[OH:28][NH:29][C:30](=N)[CH:31]([CH3:33])[CH3:32]>>[CH:31]([C:30]1[N:27]=[C:26]([N:23]2[CH2:24][CH2:25][CH:20]([C@H:18]3[O:17][C:14]4=[CH:15][N:16]=[C:11]([C:8]5[CH2:9][CH2:10][N:5]([S:2]([CH3:1])(=[O:4])=[O:3])[CH2:6][CH:7]=5)[CH:12]=[C:13]4[CH2:19]3)[CH2:21][CH2:22]2)[O:28][N:29]=1)([CH3:33])[CH3:32]. Procedure: The title compound is prepared from (S)-4-[5-(1-methanesulfonyl-1,2,3,6-tetrahydro-pyridin-4-yl)-2,3-dihydro-furo[2,3-c]pyridine-2-yl]-piperidine-1-carbonitrile (Intermediate 46; the configuration of the stereocenter is arbitrarily assigned) and N-hydroxy-isobutyramidine following a procedure analogous to that described in Example 2. LC (method 6): tR=1.40 min; Mass spectrum (ESI+): m/z=474 [M+H]+. Starting materials: C(C)(C)N(CC)C(C)C (diisopropylethylamine), ClC(Cl)(OC(OC(Cl)(Cl)Cl)=O)Cl (triphosgene), FC1=CC=C(CNC(=O)C2=NC(=C3C=CC=NC3=C2OC)NC)C=C1 (N-(4-fluorobenzyl)-8-methoxy-5-(methylamino)-1,6-naphthyridine-7-carboxamide), C(C)(C)N(CC)C(C)C (diisopropylethylamine), ClC(Cl)(OC(OC(Cl)(Cl)Cl)=O)Cl (triphosgene), solution, O1CCN(CC1)CCN (2-morpholinoethylamine). Solvent: C(Cl)Cl (CH2Cl2), C(Cl)Cl (CH2Cl2). Run at time 16 hour. Product: FC1=CC=C(CNC(=O)C=2N=C3C=4C(=CC=NC4C2OC)N(C(N3C)=O)CCN3CCOCC3)C=C1 (N-(4-fluorobenzyl)-6-methoxy-3-methyl-1-(2-morpholin-4-ylethyl)-2-oxo-2,3-dihydro-1H-pyrimido[4,5,6-de]-1,6-naphthyridine-5-carboxamide). RXN SMILES: [F:1][C:2]1[CH:25]=[CH:24][C:5]([CH2:6][NH:7][C:8]([C:10]2[C:19]([O:20][CH3:21])=[C:18]3C(C=C[CH:16]=[N:17]3)=[C:12]([NH:22][CH3:23])[N:11]=2)=[O:9])=[CH:4][CH:3]=1.[CH:26]([N:29]([CH:32]([CH3:34])[CH3:33])[CH2:30][CH3:31])(C)C.ClC(Cl)([O:38]C(=O)OC(Cl)(Cl)Cl)Cl.[O:47]1[CH2:52][CH2:51][N:50](CCN)[CH2:49][CH2:48]1>C(Cl)Cl>[F:1][C:2]1[CH:3]=[CH:4][C:5]([CH2:6][NH:7][C:8]([C:10]2[N:11]=[C:12]3[N:22]([CH3:23])[C:26](=[O:38])[N:29]([CH2:30][CH2:31][N:50]4[CH2:51][CH2:52][O:47][CH2:48][CH2:49]4)[C:32]4=[CH:34][CH:16]=[N:17][C:18]([C:19]=2[O:20][CH3:21])=[C:33]34)=[O:9])=[CH:24][CH:25]=1. Procedure: To a solution of N-(4-fluorobenzyl)-8-methoxy-5-(methylamino)-1,6-naphthyridine-7-carboxamide (504 mg, 1.48 mmol) in CH2Cl2 (5 mL) at OC was added diisopropylethylamine (0.77 mL, 4.4 mmol) and triphosgene (0.22 g, 0.74 mmol) and the mixture was stirred at room temperature for 16 hr. Additional diisopropylethylamine (0.77 mL, 4.4 mmol) and triphosgene (0.22 g, 0.74 mmol) was added and the reaction was stirred an additional 16 hr at room temperature. The reaction was diluted with CH2Cl2 and a port... Reactants: [Al+3], COC(=O)c1ccc2c(c1)CN(Cc1ccccc1)C2, [H-], [H-], [H-], [H-], [Li+], C1CCOC1. The product is OCc1ccc2c(c1)CN(Cc1ccccc1)C2. As a reaction SMILES: [Al+3:22].[CH2:1]([c:2]1[cH:3][cH:4][cH:5][cH:6][cH:7]1)[N:8]1[CH2:9][c:10]2[cH:11][cH:12][c:13]([C:17](=[O:18])[O:19][CH3:20])[cH:14][c:15]2[CH2:16]1.[H-:21].[H-:24].[H-:25].[H-:26].[Li+:23].[O:27]1[CH2:28][CH2:29][CH2:30][CH2:31]1>>[CH2:1]([c:2]1[cH:3][cH:4][cH:5][cH:6][cH:7]1)[N:8]1[CH2:9][c:10]2[cH:11][cH:12][c:13]([CH2:17][OH:18])[cH:14][c:15]2[CH2:16]1. The reactants are Br\C=C/1\C(CCCCCC1)O ((E)-2-bromomethylenecyclooctanol), ester, C[C@@H](C1=CC=CC=C1)N (L-(-)-α-methylbenzylamine). The product is Br\C=C/1\[C@H](CCCCCC1)O ((E)-2-Bromomethylene-(S)-cyclooctanol). RXN SMILES: [Br:1]/[CH:2]=[C:3]1/[CH:4]([OH:11])[CH2:5][CH2:6][CH2:7][CH2:8][CH2:9][CH2:10]/1.C[C@H](N)C1C=CC=CC=1>>[Br:1]/[CH:2]=[C:3]1/[C@@H:4]([OH:11])[CH2:5][CH2:6][CH2:7][CH2:8][CH2:9][CH2:10]/1. Procedure: This alcohol was resolved, as in the previous examples, by conversion to the half ester XXXIc and then to the salt with L-(-)-α-methylbenzylamine. Three recrystallizations of this salt from 2-propanol gave 37 g, mp 144°-145° C, αD = +36.0 (c 2.0, CH3OH). Starting materials: [N+](=O)([O-])C1=CC=C(C=CC(=O)OCC)C=C1 (ethyl 4-nitrocinnamate), C(=O)[O-].[NH4+] (ammonium formate). Reagents/catalysts: [Pd] (palladium on Carbon). The solvent is C(C)O (ethanol). The product is NC1=CC=C(C=C1)CCC(=O)OCC (ethyl 3-(4-aminophenyl)propionate). As a reaction SMILES: [N+:1]([C:4]1[CH:16]=[CH:15][C:7]([CH:8]=[CH:9][C:10]([O:12][CH2:13][CH3:14])=[O:11])=[CH:6][CH:5]=1)([O-])=O.C([O-])=O.[NH4+]>[Pd].C(O)C>[NH2:1][C:4]1[CH:5]=[CH:6][C:7]([CH2:8][CH2:9][C:10]([O:12][CH2:13][CH3:14])=[O:11])=[CH:15][CH:16]=1 |f:1.2|. Procedure details: The product was made by reducing ethyl 4-nitrocinnamate (110.6 g, 0.5 mol) with 10% palladium on Carbon (4.0 g) in 95% ethanol (2 L) in the presence of ammonium formate (126 g) to afford ethyl 3-(4-aminophenyl)propionate which was sulfonated with methanesulfonyl chloride in CH2Cl2 in the presence of pyridine to produce 102 g (75.2%) of N-[4-(ethoxycarbonylethyl)phenyl]methanesulfonamide. Reactants: CC=1N(C(=CC1)C)C=1N=C(N(C1C(=O)OC)CC1=CC=C(C=C1)C1=C(C=CC=C1)C1=NN=NN1)CCC (methyl 4-(2,5-dimethyl-1H-pyrrol-1-yl)-2-propyl-1-[(2'-(1H-tetrazol-5-yl)biphen-4-yl)methyl]-1H-imidazole-5-carboxylate), C(CC(O)(C(=O)O)CC(=O)O)(=O)O (citric acid), [OH-].[Na+] (NaOH). Solvent: CO (methanol). Product: title compound, CC=1N(C(=CC1)C)C=1N=C(N(C1C(=O)O)CC1=CC=C(C=C1)C1=C(C=CC=C1)C1=NN=NN1)CCC (4-(2,5-dimethyl-1H-pyrrol-1-yl)-2-propyl-1-[(2'-(1H-tetrazol-5-yl)biphen-4-yl)methyl]-1H-imidazole-5-carboxylic acid). RXN SMILES: [CH3:1][C:2]1[N:3]([C:8]2[N:9]=[C:10]([CH2:35][CH2:36][CH3:37])[N:11]([CH2:17][C:18]3[CH:23]=[CH:22][C:21]([C:24]4[CH:29]=[CH:28][CH:27]=[CH:26][C:25]=4[C:30]4[NH:34][N:33]=[N:32][N:31]=4)=[CH:20][CH:19]=3)[C:12]=2[C:13]([O:15]C)=[O:14])[C:4]([CH3:7])=[CH:5][CH:6]=1.[OH-].[Na+].C(O)(=O)CC(CC(O)=O)(C(O)=O)O>CO>[CH3:1][C:2]1[N:3]([C:8]2[N:9]=[C:10]([CH2:35][CH2:36][CH3:37])[N:11]([CH2:17][C:18]3[CH:23]=[CH:22][C:21]([C:24]4[CH:29]=[CH:28][CH:27]=[CH:26][C:25]=4[C:30]4[NH:31][N:32]=[N:33][N:34]=4)=[CH:20][CH:19]=3)[C:12]=2[C:13]([OH:15])=[O:14])[C:4]([CH3:7])=[CH:5][CH:6]=1 |f:1.2|. Procedure: A mixture of methyl 4-(2,5-dimethyl-1H-pyrrol-1-yl)-2-propyl-1-[(2'-(1H-tetrazol-5-yl)biphen-4-yl)methyl]-1H-imidazole-5-carboxylate 9 (Example 70) in methanol (5 mL) containing 5 mL of 2.5N NaOH was heated under reflux for 3 hours. The reaction mixture was cooled, acidified with 10% citric acid to pH 4, and extracted with ethyl acetate. The combined organic layers were dried over anhydrous MgSO4 and the solvent removed under reduced pressure. The acid was further purified by flash chromatograph... Starting materials: ClC(=C(C#N)C#N)C(C)C (3-chloro-2-cyano-4-methyl-2-pentenenitrile), [OH-].[NH4+] (ammonium hydroxide), ice, ice, O (water). Solvent: C(C)O (ethanol), C(C)O (ethanol). Conditions: time 3.75 hour. Product: NC(=C(C#N)C#N)C(C)C (3-Amino-2-cyano-4-methyl-2-pentenenitrile). As a reaction SMILES: Cl[C:2]([CH:8]([CH3:10])[CH3:9])=[C:3]([C:6]#[N:7])[C:4]#[N:5].[OH-].[NH4+:12].O>C(O)C>[NH2:12][C:2]([CH:8]([CH3:10])[CH3:9])=[C:3]([C:6]#[N:7])[C:4]#[N:5] |f:1.2|. Procedure details: A solution of 530.5 g of 3-chloro-2-cyano-4-methyl-2-pentenenitrile in 515 ml of ethanol was added dropwise during one hour to a stirred solution of 2,400 ml of concentrated ammonium hydroxide in 1,560 ml of ethanol while maintaining the reaction mixture at 35°-40° with an ice-water bath. The reaction mixture was stirred for 3.5-4 hours and was poured into 6.5 liters of ice and water. The mixture was stirred until all the ice had melted (approximately thirty minutes). The precipitate was collect...